From a dataset of the Open Reaction Database (ORD), a public repository of structured organic reaction records. describe an organic reaction: reactants, conditions, products, and yield Reactants: COC(C1=C(C(=CC=C1)OC)OS(=O)(=O)N=C=O)=O (Methyl-2-isocyanatosulfonyloxy-3-methoxy-benzoate), NC1=NC(=CC(=N1)Cl)C (2-amino-4-chloro-6-methylpyrimidine). Solvent: C(Cl)Cl (methylene chloride), C(Cl)Cl (methylene chloride), C(Cl)Cl (methylene chloride). Conditions: temperature 25 celsius, time 24 hour. Product: ClC1=NC(=NC(=C1)C)NC(NS(=O)(=O)OC1=C(C(=O)OC)C=CC=C1OC)=O (methyl 2-[3-(4-chloro-6-methylpyrimidin-2-yl)-ureidosulfonyloxy]-3-methoxybenzoate). RXN SMILES: [CH3:1][O:2][C:3](=[O:19])[C:4]1[CH:9]=[CH:8][CH:7]=[C:6]([O:10][CH3:11])[C:5]=1[O:12][S:13]([N:16]=[C:17]=[O:18])(=[O:15])=[O:14].[NH2:20][C:21]1[N:26]=[C:25]([Cl:27])[CH:24]=[C:23]([CH3:28])[N:22]=1>C(Cl)Cl>[Cl:27][C:25]1[CH:24]=[C:23]([CH3:28])[N:22]=[C:21]([NH:20][C:17](=[O:18])[NH:16][S:13]([O:12][C:5]2[C:6]([O:10][CH3:11])=[CH:7][CH:8]=[CH:9][C:4]=2[C:3]([O:2][CH3:1])=[O:19])(=[O:15])=[O:14])[N:26]=1. Reported procedure: A solution of 5.4 g (0.02 mol) of the product from Example 1 in 10 ml of methylene chloride is added dropwise to 2.9 g (0.02 mol) of 2-amino-4-chloro-6-methylpyrimidine in 50 ml of methylene chloride at 0° C. The mixture is subsequently stirred at 25° C. for 24 hours and diluted with 50 ml of methylene chloride, and the organic phase is washed twice with 50 ml of 2N hydrochloric acid each time and once with water. After drying with sodium sulfate and removing the solvent on a rotary evaporator, ... The reactants are COC1=CC=C(C=N1)C=CCNC(C1=C(C=CC=C1)I)=O (2-iodo-benzoic acid-[3-(6-methoxy-pyridin-3-yl)-allylamide]). The reagents and catalysts are [Cl-].C(CCC)[N+](CCCC)(CCCC)CCCC (tetra-butylammonium chloride), C(C)(=O)[O-].C(C)(=O)[O-].[Pd+2] (palladium diacetate). Run in CN(C)C=O (DMF). Reaction conditions: time 2 day. The product is COC1=CC=C(C=N1)CC1=CNC(C2=CC=CC=C12)=O (4-[(6-methoxy-pyridin-3-yl)-methyl]-2H-isoquinolin-1-one). Reaction SMILES: [CH3:1][O:2][C:3]1[N:8]=[CH:7][C:6]([CH:9]=[CH:10][CH2:11][NH:12][C:13](=[O:21])[C:14]2[CH:19]=[CH:18][CH:17]=[CH:16][C:15]=2I)=[CH:5][CH:4]=1>[Cl-].C([N+](CCCC)(CCCC)CCCC)CCC.CN(C=O)C.C([O-])(=O)C.C([O-])(=O)C.[Pd+2]>[CH3:1][O:2][C:3]1[N:8]=[CH:7][C:6]([CH2:9][C:10]2[C:19]3[C:14](=[CH:15][CH:16]=[CH:17][CH:18]=3)[C:13](=[O:21])[NH:12][CH:11]=2)=[CH:5][CH:4]=1 |f:1.2,4.5.6|. Reported procedure: Under a N2 atmosphere, 2.04 g (5.17 mmol) of an (E/Z) mixture of 2-iodo-benzoic acid-[3-(6-methoxy-pyridin-3-yl)-allylamide], 1.53 g (5.17 mmol) of tetra-butylammonium chloride and 22 mg (0.1 mmol) of palladium diacetate are dissolved in 80 ml of DMF, then 1.8 ml (12.9 mmol) of trethylamine are added and stirring effected for 2 days at 110° C. Filtration is carried out, and the DMF is partially evaporated on a RE. The residue is dissolved with EtOAc and diluted Na2CO3 solution, the water phase s... The reactants are ClCCl, CCOC(=O)CC1CCCc2c1n(Cc1ccc(Cl)cc1)c1ccc(S(C)=O)cc21, O=C(OO)c1cccc(Cl)c1. The product is CCOC(=O)CC1CCCc2c1n(Cc1ccc(Cl)cc1)c1ccc(S(C)(=O)=O)cc21. Reaction SMILES: [CH2:42]([Cl:43])[Cl:44].[Cl:1][c:2]1[cH:3][cH:4][c:5]([CH2:6][n:7]2[c:8]3[cH:9][cH:10][c:11]([S:26](=[O:27])[CH3:28])[cH:12][c:13]3[c:14]3[c:19]2[CH:18]([CH2:20][C:21](=[O:22])[O:23][CH2:24][CH3:25])[CH2:17][CH2:16][CH2:15]3)[cH:29][cH:30]1.[Cl:31][c:32]1[cH:33][cH:34][cH:35][c:36]([C:37]([O:38][OH:40])=[O:39])[cH:41]1>>[Cl:1][c:2]1[cH:3][cH:4][c:5]([CH2:6][n:7]2[c:8]3[cH:9][cH:10][c:11]([S:26](=[O:27])([CH3:28])=[O:39])[cH:12][c:13]3[c:14]3[c:19]2[CH:18]([CH2:20][C:21](=[O:22])[O:23][CH2:24][CH3:25])[CH2:17][CH2:16][CH2:15]3)[cH:29][cH:30]1. The reactants are CCN(C(C)C)C(C)C (DIPEA), ClC1=NC=C(C(=O)NC2=CC=C(C=C2)OC(F)(F)F)C=C1C1=CC=NN1 (6-chloro-5-(1H-pyrazol-5-yl)-N-(4-(trifluoromethoxy)phenyl)nicotinamide), CN(C1CNC1)C (N,N-dimethylazetidin-3-amine), O(C(C)C)C(C)C (iPr2O). Yields the product CN(C1CN(C1)C1=NC=C(C(=O)NC2=CC=C(C=C2)OC(F)(F)F)C=C1C1=CC=NN1)C (6-(3-(Dimethylamino)azetidin-1-yl)-5-(1H-pyrazol-5-yl)-N-(4-(trifluoromethoxy)phenyl)nicotinamide). Solvent: CCOC(=O)C (EtOAc). Conditions: temperature 110 celsius, time 5 hour. Procedure details: DIPEA (0.182 mL, 1.043 mmol) was added to 6-chloro-5-(1H-pyrazol-5-yl)-N-(4-(trifluoromethoxy)phenyl)nicotinamide (Stage 38.1, 70 mg, 0.174 mmol), N,N-dimethylazetidin-3-amine (60.1 mg, 0.348 mmol) and iPr2O (1 mL) in a vial, which was sealed and the RM was stirred at 110° C. for 5 h. After cooling to RT, the RM was dissolved in EtOAc, washed with brine, dried over Na2SO4 and the solvent was evaporated off under reduced pressure to give a crude product which was purified by preparative HPLC (Con... As a reaction SMILES: CCN(C(C)C)C(C)C.Cl[C:11]1[C:30]([C:31]2[NH:35][N:34]=[CH:33][CH:32]=2)=[CH:29][C:14]([C:15]([NH:17][C:18]2[CH:23]=[CH:22][C:21]([O:24][C:25]([F:28])([F:27])[F:26])=[CH:20][CH:19]=2)=[O:16])=[CH:13][N:12]=1.[CH3:36][N:37]([CH3:42])[CH:38]1[CH2:41][NH:40][CH2:39]1.O(C(C)C)C(C)C>CCOC(C)=O>[CH3:36][N:37]([CH3:42])[CH:38]1[CH2:41][N:40]([C:11]2[C:30]([C:31]3[NH:35][N:34]=[CH:33][CH:32]=3)=[CH:29][C:14]([C:15]([NH:17][C:18]3[CH:23]=[CH:22][C:21]([O:24][C:25]([F:28])([F:26])[F:27])=[CH:20][CH:19]=3)=[O:16])=[CH:13][N:12]=2)[CH2:39]1. Reactants: O=C([O-])[O-], CC(C)=O, ClCCBr, COC(=O)c1cc(-c2ccc(F)cc2)n[nH]1, [K+], [K+]. The product is COC(=O)c1cc(-c2ccc(F)cc2)nn1CCCl. As a reaction SMILES: [C:1](=[O:2])([O-:3])[O-:4].[CH3:27][C:28](=[O:29])[CH3:30].[Cl:23][CH2:24][CH2:25][Br:26].[F:7][c:8]1[cH:9][cH:10][c:11](-[c:14]2[n:15][nH:16][c:17]([C:19](=[O:20])[O:21][CH3:22])[cH:18]2)[cH:12][cH:13]1.[K+:5].[K+:6]>>[F:7][c:8]1[cH:9][cH:10][c:11](-[c:14]2[n:15][n:16]([CH2:25][CH2:24][Cl:23])[c:17]([C:19](=[O:20])[O:21][CH3:22])[cH:18]2)[cH:12][cH:13]1.